Dataset: the Open Reaction Database (ORD), a public repository of structured organic reaction records. Task: describe an organic reaction: reactants, conditions, products, and yield The reactants are Cc1c(Br)c(=O)n(-c2ccc(F)cc2)n1C, CC(=O)[O-], CC(=O)[O-], CCOC(C)=O, Cc1ccccc1, OB(O)C1CC1, C1CCC(P(C2CCCCC2)C2CCCCC2)CC1, [K+], [K+], [K+], O, O, O=P([O-])([O-])[O-], [Pd+2]. Reaction SMILES: [Br:1][c:2]1[c:3](=[O:16])[n:4](-[c:9]2[cH:10][cH:11][c:12]([F:15])[cH:13][cH:14]2)[n:5]([CH3:8])[c:6]1[CH3:7].[C:57]([O-:58])(=[O:59])[CH3:60].[C:62]([O-:63])(=[O:64])[CH3:65].[CH3:51][CH2:52][O:53][C:54]([CH3:55])=[O:56].[CH3:67][c:68]1[cH:69][cH:70][cH:71][cH:72][cH:73]1.[CH:17]1([B:20]([OH:21])[OH:22])[CH2:18][CH2:19]1.[CH:31]1([P:32]([CH:33]2[CH2:34][CH2:35][CH2:36][CH2:37][CH2:38]2)[CH:39]2[CH2:40][CH2:41][CH2:42][CH2:43][CH2:44]2)[CH2:45][CH2:46][CH2:47][CH2:48][CH2:49]1.[K+:28].[K+:29].[K+:30].[OH2:50].[OH2:66].[P:23]([O-:24])([O-:25])([O-:26])=[O:27].[Pd+2:61]>>[c:2]1([CH:17]2[CH2:18][CH2:19]2)[c:3](=[O:16])[n:4](-[c:9]2[cH:10][cH:11][c:12]([F:15])[cH:13][cH:14]2)[n:5]([CH3:8])[c:6]1[CH3:7]. Product: Cc1c(C2CC2)c(=O)n(-c2ccc(F)cc2)n1C. The reactants are ClCCl, CSC, O=C1CCC(=O)N1Cl, Cc1cc(C)nc(N)n1. Product: Cc1cc(C)nc(N=S(C)C)n1. As a reaction SMILES: [CH2:21]([Cl:22])[Cl:23].[CH3:10][S:11][CH3:12].[Cl:13][N:14]1[C:15](=[O:16])[CH2:17][CH2:18][C:19]1=[O:20].[NH2:1][c:2]1[n:3][c:4]([CH3:9])[cH:5][c:6]([CH3:8])[n:7]1>>[N:1]([c:2]1[n:3][c:4]([CH3:9])[cH:5][c:6]([CH3:8])[n:7]1)=[S:11]([CH3:10])[CH3:12]. Reactants: C12C(C3CC(CC(C1)C3)C2)NC(=O)N2CCC3(CC2)C=C(C2=CC=CC=C23)C(=O)O (1′-((2-adamantyl)carbamoyl)spiro[indene-1,4′-piperidine]-3-carboxylic acid), C(C)O (ethanol). Product: C12C(C3CC(CC(C1)C3)C2)NC(=O)N2CCC3(CC2)C=C(C2=CC=CC=C23)C(=O)OCC (Ethyl 1′-((2-adamantyl)carbamoyl)spiro[indene-1,4′-piperidine]-3-carboxylate). RXN SMILES: [CH:1]12[CH2:10][CH:5]3[CH2:6][CH:7]([CH2:9][CH:3]([CH2:4]3)[CH:2]1[NH:11][C:12]([N:14]1[CH2:19][CH2:18][C:17]3([C:27]4[C:22](=[CH:23][CH:24]=[CH:25][CH:26]=4)[C:21]([C:28]([OH:30])=[O:29])=[CH:20]3)[CH2:16][CH2:15]1)=[O:13])[CH2:8]2.[CH2:31](O)[CH3:32]>>[CH:1]12[CH2:10][CH:5]3[CH2:6][CH:7]([CH2:9][CH:3]([CH2:4]3)[CH:2]1[NH:11][C:12]([N:14]1[CH2:15][CH2:16][C:17]3([C:27]4[C:22](=[CH:23][CH:24]=[CH:25][CH:26]=4)[C:21]([C:28]([O:30][CH2:31][CH3:32])=[O:29])=[CH:20]3)[CH2:18][CH2:19]1)=[O:13])[CH2:8]2. Procedure details: A procedure analogous to that described Example 4 was followed using 1′-((2-adamantyl)carbamoyl)spiro[indene-1,4′-piperidine]-3-carboxylic acid and ethanol. 1H NMR (CD3OD) δ=1.40 (m, 5H), 1.63 (m, 2H), 1.84 (m, 8H), 1.98 (m, 5H), 2.11 (m, 2H), 3.25 (m, 2H), 3.89 (m, 1H), 4.15 (m, 2H), 4.36 (m, 2H0, 7.26 (m, 2H), 7.39 (m, 1H), 7.84 (s, 1H), 7.91 (m, 1H); LC-MS (4 min) tR=2.19 min, m/z=435. Reaction conditions: temperature 26 celsius, time 16 hour. Starting materials: dilithio, C1(=CC=CC=C1)P(=O)(Cl)Cl (phenylphosphonic dichloride), C(CCC)[Li] (n-butyllithium), CN(CCN(C)C)C (tetramethylethylenediamine), C[Si](NCC1=CC=CC=C1)(C)C (N-trimethylsilylbenzylamine). Solvent: C1CCCCC1 (cyclohexane), C1CCCCC1 (cyclohexane), C1CCCCC1 (cyclohexane), CCCCCC (hexane). The product is C1(=CC=CC=C1)P1(N(CC2=C1C=CC=C2)[Si](C)(C)C)=O (1-phenyl-2-trimethylsilyl-2,3-dihydro-1H-2,1-benzazaphosphole-1-oxide). As a reaction SMILES: C([Li])CCC.CN(C)CCN(C)C.[CH3:14][Si:15]([CH3:25])([CH3:24])[NH:16][CH2:17][C:18]1[CH:23]=[CH:22][CH:21]=[CH:20][CH:19]=1.[C:26]1([P:32](Cl)(Cl)=[O:33])[CH:31]=[CH:30][CH:29]=[CH:28][CH:27]=1>CCCCCC.C1CCCCC1>[C:26]1([P:32]2(=[O:33])[C:19]3[CH:20]=[CH:21][CH:22]=[CH:23][C:18]=3[CH2:17][N:16]2[Si:15]([CH3:25])([CH3:24])[CH3:14])[CH:31]=[CH:30][CH:29]=[CH:28][CH:27]=1. Procedure details: Under a static nitrogen atmosphere at 0° C., a solution of n-butyllithium (16 g, 0.25 mol) in hexane was added to a solution of tetramethylethylenediamine (28.6 g, 0.246 mol) in 120 ml. of anhydrous cyclohexane with constant stirring. While maintaining the temperature of the reaction at 0° C., a solution of N-trimethylsilylbenzylamine (21.6 g, 0.12 mol) in 60 ml. of anhydrous cyclohexane was added to the reaction mixture to produce a suspension containing a dilithio compound. This suspension was... The reactants are ClCCl, CN(C)c1ccncc1, O=C(Cl)CCl, [Na+], O=C([O-])O, OC1CCCCC1c1ccccc1. Product: O=C(CCl)OC1CCCCC1c1ccccc1. RXN SMILES: [CH2:33]([Cl:34])[Cl:35].[CH3:24][N:25]([CH3:26])[c:27]1[cH:28][cH:29][n:30][cH:31][cH:32]1.[Cl:14][CH2:15][C:16](=[O:17])[Cl:18].[Na+:23].[O-:19][C:20]([OH:21])=[O:22].[c:1]1([CH:7]2[CH:8]([OH:13])[CH2:9][CH2:10][CH2:11][CH2:12]2)[cH:2][cH:3][cH:4][cH:5][cH:6]1>>[c:1]1([CH:7]2[CH:8]([O:13][C:16]([CH2:15][Cl:14])=[O:17])[CH2:9][CH2:10][CH2:11][CH2:12]2)[cH:2][cH:3][cH:4][cH:5][cH:6]1. The reactants are C#CC(O)CC=CCC, BrC(c1ccccc1)(c1ccccc1)c1ccccc1. The product is C#CC(CC=CCC)OC(c1ccccc1)(c1ccccc1)c1ccccc1. As a reaction SMILES: [CH:1]#[C:2][CH:3]([CH2:4][CH:5]=[CH:6][CH2:7][CH3:8])[OH:9].[c:10]1([C:16]([c:17]2[cH:18][cH:19][cH:20][cH:21][cH:22]2)([c:23]2[cH:24][cH:25][cH:26][cH:27][cH:28]2)[Br:29])[cH:11][cH:12][cH:13][cH:14][cH:15]1>>[CH:1]#[C:2][CH:3]([CH2:4][CH:5]=[CH:6][CH2:7][CH3:8])[O:9][C:16]([c:10]1[cH:11][cH:12][cH:13][cH:14][cH:15]1)([c:17]1[cH:18][cH:19][cH:20][cH:21][cH:22]1)[c:23]1[cH:24][cH:25][cH:26][cH:27][cH:28]1. Reactants: N1CCC(CC1)C1=CC(=C2C(=NC=NN21)N)C=2C=CC1=CN(N=C1C2)CC=2C=NC=CC2 (7-piperidin-4-yl-5-[2-(pyridin-3-ylmethyl)-2H-indazol-6-yl]pyrrolo[2,1-f][1,2,4]triazin-4-amine), ClCC(=O)N(C)C (2-chloro-N,N-dimethylacetamide). Yields the product C(C)(=O)N1CCC(CC1)C1=CC(=C2C(=NC=NN21)N)C=2C=CC1=CN(N=C1C2)CC=2C=NC=CC2 (7-(1-acetylpiperidin-4-yl)-5-[2-(pyridin-3-ylmethyl)-2H-indazol-6-yl]pyrrolo[2,1-f][1,2,4]triazin-4-amine). The yield is 40.0%. RXN SMILES: [NH:1]1[CH2:6][CH2:5][CH:4]([C:7]2[N:15]3[C:10]([C:11]([NH2:16])=[N:12][CH:13]=[N:14]3)=[C:9]([C:17]3[CH:18]=[CH:19][C:20]4[C:24]([CH:25]=3)=[N:23][N:22]([CH2:26][C:27]3[CH:28]=[N:29][CH:30]=[CH:31][CH:32]=3)[CH:21]=4)[CH:8]=2)[CH2:3][CH2:2]1.Cl[CH2:34][C:35](N(C)C)=[O:36]>>[C:35]([N:1]1[CH2:2][CH2:3][CH:4]([C:7]2[N:15]3[C:10]([C:11]([NH2:16])=[N:12][CH:13]=[N:14]3)=[C:9]([C:17]3[CH:18]=[CH:19][C:20]4[C:24]([CH:25]=3)=[N:23][N:22]([CH2:26][C:27]3[CH:28]=[N:29][CH:30]=[CH:31][CH:32]=3)[CH:21]=4)[CH:8]=2)[CH2:5][CH2:6]1)(=[O:36])[CH3:34]. Procedure: In a manner similar to the procedure described for Example 369 and using 7-piperidin-4-yl-5-[2-(pyridin-3-ylmethyl)-2H-indazol-6-yl]pyrrolo[2,1-f][1,2,4]triazin-4-amine and substituting acetyl chloride for 2-chloro-N,N-dimethylacetamide as starting materials, 20 mg (40%) of the desired product was isolated. 1H NMR (400 MHz, CD3OD) δ 8.47 (s, 1 H) 7.47-7.87 (m, 2 H) 7.82-7.86 (m, 3 H) 7.67 (s, 1 H) 7.43 (dd, 1 H) 7.26 (d, 1 H) 6.61 (s, 1 H) 5.75 (s, 2 H) 4.76 (dd, 1 H) 4.02 (dd, 1 H) 3.21-3.50 (m... Starting materials: C(C1=CC=CC=C1)(C1=CC=CC=C1)(C1=CC=CC=C1)Cl (trityl chloride), C(C1=CC=CC=C1)OC=1C(CC(=NC1)CO)=O (5-benzyloxy-2-hydroxymethyl-4-pyridone), O (water). The reagents and catalysts are CN(C1=CC=NC=C1)C (4-Dimethylaminopyridine). Run in CN(C=O)C (dimethylformamide). Run at temperature 95 celsius. Yields the product C(C1=CC=CC=C1)OC=1C(CC(=NC1)COC(C1=CC=CC=C1)(C1=CC=CC=C1)C1=CC=CC=C1)=O (5-benzyloxy-2-trityloxymethyl-4-pyridone). Yield: 42.8%. Reaction SMILES: [C:1](Cl)([C:14]1[CH:19]=[CH:18][CH:17]=[CH:16][CH:15]=1)([C:8]1[CH:13]=[CH:12][CH:11]=[CH:10][CH:9]=1)[C:2]1[CH:7]=[CH:6][CH:5]=[CH:4][CH:3]=1.[CH2:21]([O:28][C:29]1[C:30](=[O:37])[CH2:31][C:32]([CH2:35][OH:36])=[N:33][CH:34]=1)[C:22]1[CH:27]=[CH:26][CH:25]=[CH:24][CH:23]=1.O>CN(C)C1C=CN=CC=1.CN(C)C=O>[CH2:21]([O:28][C:29]1[C:30](=[O:37])[CH2:31][C:32]([CH2:35][O:36][C:1]([C:14]2[CH:19]=[CH:18][CH:17]=[CH:16][CH:15]=2)([C:8]2[CH:13]=[CH:12][CH:11]=[CH:10][CH:9]=2)[C:2]2[CH:7]=[CH:6][CH:5]=[CH:4][CH:3]=2)=[N:33][CH:34]=1)[C:22]1[CH:23]=[CH:24][CH:25]=[CH:26][CH:27]=1. Reported procedure: 4-Dimethylaminopyridine (17.55 g) and trityl chloride (40.5 g) are added to a solution of 5-benzyloxy-2-hydroxymethyl-4-pyridone (30.2 g) in dry dimethylformamide and the mixture stirred and heated at 95° C. for 2 hours. After cooling the mixture is poured into iced-water (800 mL) and the precipitate collected, washed with water (2×500 mL) and sucked dry. The solid is boiled with methanol (500 mL) and after cooling the solid is collected, washed with methanol (200 mL) and diethyl ether (2×100 mL... Reactants: N#Cc1cccc(C(Br)c2ccc(Cl)cc2)c1, O=C([O-])[O-], CC#N, [Cs+], [Cs+], CC(C)(F)C(c1cc(F)cc(F)c1)C1CNC1. The product is CC(C)(F)C(c1cc(F)cc(F)c1)C1CN(C(c2ccc(Cl)cc2)c2cccc(C#N)c2)C1. As a reaction SMILES: [Br:24][CH:25]([c:26]1[cH:27][c:28]([C:29]#[N:30])[cH:31][cH:32][cH:33]1)[c:34]1[cH:35][cH:36][c:37]([Cl:40])[cH:38][cH:39]1.[C:18](=[O:19])([O-:20])[O-:21].[CH3:41][C:42]#[N:43].[Cs+:22].[Cs+:23].[F:1][c:2]1[cH:3][c:4]([CH:9]([C:10]([CH3:11])([CH3:12])[F:13])[CH:14]2[CH2:15][NH:16][CH2:17]2)[cH:5][c:6]([F:8])[cH:7]1>>[F:1][c:2]1[cH:3][c:4]([CH:9]([C:10]([CH3:11])([CH3:12])[F:13])[CH:14]2[CH2:15][N:16]([CH:25]([c:26]3[cH:27][c:28]([C:29]#[N:30])[cH:31][cH:32][cH:33]3)[c:34]3[cH:35][cH:36][c:37]([Cl:40])[cH:38][cH:39]3)[CH2:17]2)[cH:5][c:6]([F:8])[cH:7]1.